Dataset: the Open Reaction Database (ORD), a public repository of structured organic reaction records. Task: describe an organic reaction: reactants, conditions, products, and yield Starting materials: ( 6 ), ( 2 ), ( 34 ), O[C@@H]1C[C@H](NC1)C(=O)O (trans-4-hydroxy-L-proline), NO (Amino Alcohol), ( 5 ), C(C=C)OC(=O)N1[C@@H](C[C@H](C1)O)CO[Si](C)(C)C(C)(C)C ((2S, 4R)—N-(Allyloxycarbonyl)-2-(tert-butyldimethylsilyloxymethyl)-4-hydroxypyrrolidine), ( 100 ). Solvent: CO (MeOH). Yields the product C(C1=CC=CC=C1)OC(=O)N1[C@@H](C[C@H](C1)O)C(=O)O ((2S, 4R)—N-(Benzoxycarbonyl)-2-carboxy-4-hydroxypyrrolidine). As a reaction SMILES: [CH2:1]([O:4][C:5]([N:7]1[CH2:11][C@H:10]([OH:12])[CH2:9][C@H:8]1[CH2:13][O:14][Si](C(C)(C)C)(C)C)=[O:6])[CH:2]=[CH2:3].N[OH:23].O[C@H:25]1[CH2:29]N[C@H:27](C(O)=O)[CH2:26]1>CO>[CH2:1]([O:4][C:5]([N:7]1[CH2:11][C@H:10]([OH:12])[CH2:9][C@H:8]1[C:13]([OH:14])=[O:23])=[O:6])[C:2]1[CH:3]=[CH:27][CH:26]=[CH:25][CH:29]=1. Procedure details: A solution of benzyl chloroformate (12.5 mL, 87.7 mL) in toluene (40 mL) was added to a solution of trans-4-hydroxy-L-proline 11 (10 g, 76.3 mmol) and NaHCO3 (16 g, 190 mmol) in H2O (165 mL) over a period of 15 minutes. After stirring at room temperature for 12 hours the two phases were allowed to separate. The aqueous phase was washed with diethyl ether (4×50 mL), cooled in an ice bath, and then acidified to pH 2 with conc. HCl. The resultant product was extracted with ethyl acetate (5×50 mL) a... Starting materials: CCO, CCCCCCCCCCCC(=O)c1ccc2c(Cl)cccc2c1O, Cl, [Zn]. Product: CCCCCCCCCCCCc1ccc2c(Cl)cccc2c1O. RXN SMILES: [CH3:28][CH2:29][OH:30].[Cl:1][c:2]1[c:3]2[cH:4][cH:5][c:6]([C:13]([CH2:14][CH2:15][CH2:16][CH2:17][CH2:18][CH2:19][CH2:20][CH2:21][CH2:22][CH2:23][CH3:24])=[O:25])[c:7]([OH:12])[c:8]2[cH:9][cH:10][cH:11]1.[ClH:26].[Zn:27]>>[Cl:1][c:2]1[c:3]2[cH:4][cH:5][c:6]([CH2:13][CH2:14][CH2:15][CH2:16][CH2:17][CH2:18][CH2:19][CH2:20][CH2:21][CH2:22][CH2:23][CH3:24])[c:7]([OH:12])[c:8]2[cH:9][cH:10][cH:11]1.